From a dataset of the Open Reaction Database (ORD), a public repository of structured organic reaction records. describe an organic reaction: reactants, conditions, products, and yield Product: FC1=CC=C(C=C1)[C@]1(CCN(C(O1)=O)[C@@H](C)C1=CC=C(C=C1)C=1C=NC(=CC1)C(F)(F)F)CCCO ((R)-6-(4-fluorophenyl)-6-(3-hydroxypropyl)-3-((S)-1-(4-(6-(trifluoromethyl)pyridin-3-yl)phenyl)ethyl)-1,3-oxazinan-2-one). Starting materials: BrC1=CC=C(C=C1)[C@H](C)N1C(O[C@@](CC1)(CCCO)C1=CC=C(C=C1)F)=O ((R)-3-((S)-1-(4-bromophenyl)ethyl)-6-(4-fluorophenyl)-6-(3-hydroxypropyl)-1,3-oxazinan-2-one), FC(C1=NC=CC=C1B(O)O)(F)F (2-trifluoromethylpyridine-3-boronic acid). Procedure: The title compound was prepared from (R)-3-((S)-1-(4-bromophenyl)ethyl)-6-(4-fluorophenyl)-6-(3-hydroxypropyl)-1,3-oxazinan-2-one and 2-trifluoromethylpyridine-3-boronic acid following a procedure analogous to that described in Example 1 Step 2. LC-MS Method 3 tR=1.36 min, m/z=459.3; 1H NMR (CDCl3) 1.40 (m, 1H), 1.51 (m, 3H), 1.63 (m, 1H), 1.70-1.98 (m, 3H), 2.11-2.33 (m, 3H), 2.95 (m, 1H), 3.50-3.63 (m, 2H), 5.66 (m, 1H), 6.97 (m, 4H), 7.20 (m, 2H), 7.29 (m, 2H), 7.67 (m, 1H), 7.87-7.90 (m, 1H)... RXN SMILES: Br[C:2]1[CH:7]=[CH:6][C:5]([C@@H:8]([N:10]2[CH2:15][CH2:14][C@@:13]([C:20]3[CH:25]=[CH:24][C:23]([F:26])=[CH:22][CH:21]=3)([CH2:16][CH2:17][CH2:18][OH:19])[O:12][C:11]2=[O:27])[CH3:9])=[CH:4][CH:3]=1.[F:28][C:29]([F:40])([F:39])[C:30]1[C:35](B(O)O)=[CH:34][CH:33]=[CH:32][N:31]=1>>[F:26][C:23]1[CH:24]=[CH:25][C:20]([C@:13]2([CH2:16][CH2:17][CH2:18][OH:19])[O:12][C:11](=[O:27])[N:10]([C@H:8]([C:5]3[CH:6]=[CH:7][C:2]([C:33]4[CH:32]=[N:31][C:30]([C:29]([F:40])([F:39])[F:28])=[CH:35][CH:34]=4)=[CH:3][CH:4]=3)[CH3:9])[CH2:15][CH2:14]2)=[CH:21][CH:22]=1.